From a dataset of the Open Reaction Database (ORD), a public repository of structured organic reaction records. describe an organic reaction: reactants, conditions, products, and yield Reactants: C(c1cnc(s1)[Br])=O, CC1=CN=C(C=C1)N, [C-]#[N+]C1CCCCC1. Reagents/catalysts: O=C(O)C(F)(F)F (trifluoroacetic acid). Solvent: CC(C)O (isopropyl alcohol), CC(C)O (isopropylalcohol). Reaction conditions: temperature 22 celsius, time 20 hour. The product is Cc1ccc2nc(c(NC3CCCCC3)n2c1)c1cnc(s1)[Br]. Yield: 2.2%. RXN SMILES: CC1=CC=C(N)N=C1.[C-]#[N+]C1CCCCC1.BrC1=NC=C(S1)C=O>>CC1=CN2C(C=C1)=NC(C1=CN=C(Br)S1)=C2NC1CCCCC1.